Task: describe an organic reaction: reactants, conditions, products, and yield. Dataset: the Open Reaction Database (ORD), a public repository of structured organic reaction records Reported procedure: A stirred mixture of 6.1 g. (0.024 mole) of N-(4,6-dichloro-2-pyrimidinyl)glycine ethyl ester, 3.4 g. (0.024 mole) of p-chlorobenzylamine and 2.6 g. (0.024 mole) of sodium carbonate in 100 ml. of ethanol was heated under reflux for 5 hours. The reaction mixture was filtered and the filtrate on cooling gave a precipitate. The precipitate was collected and recrystallized twice from benzene to give 4.6 g. of product, m.p. 132°-135°C. The solvent is C(C)O (ethanol). The product is C(C)OC(CNC1=NC(=CC(=N1)Cl)NCC1=CC=C(C=C1)Cl)=O (N-[4-Chloro-6-(p-chlorobenzylamino)-2-pyrimidinyl]glycine ethyl ester). Starting materials: C(C)OC(CNC1=NC(=CC(=N1)Cl)Cl)=O (N-(4,6-dichloro-2-pyrimidinyl)glycine ethyl ester), ClC1=CC=C(CN)C=C1 (p-chlorobenzylamine), C([O-])([O-])=O.[Na+].[Na+] (sodium carbonate). RXN SMILES: [CH2:1]([O:3][C:4](=[O:15])[CH2:5][NH:6][C:7]1[N:12]=[C:11](Cl)[CH:10]=[C:9]([Cl:14])[N:8]=1)[CH3:2].[Cl:16][C:17]1[CH:24]=[CH:23][C:20]([CH2:21][NH2:22])=[CH:19][CH:18]=1.C(=O)([O-])[O-].[Na+].[Na+]>C(O)C>[CH2:1]([O:3][C:4](=[O:15])[CH2:5][NH:6][C:7]1[N:8]=[C:9]([Cl:14])[CH:10]=[C:11]([NH:22][CH2:21][C:20]2[CH:23]=[CH:24][C:17]([Cl:16])=[CH:18][CH:19]=2)[N:12]=1)[CH3:2] |f:2.3.4|.